The task is: describe an organic reaction: reactants, conditions, products, and yield. This data is from the Open Reaction Database (ORD), a public repository of structured organic reaction records. RXN SMILES: [CH3:1][O:2][C:3]([C:4]([CH2:5][c:6]1[cH:7][nH:8][c:9]2[cH:10][cH:11][c:12]([O:15][CH2:16][CH2:17][O:18][CH3:19])[cH:13][c:14]12)([N+:20]([O-:21])=[O:22])[CH3:23])=[O:24].[CH3:25][OH:26]>>[CH3:1][O:2][C:3]([C:4]([CH2:5][c:6]1[cH:7][nH:8][c:9]2[cH:10][cH:11][c:12]([O:15][CH2:16][CH2:17][O:18][CH3:19])[cH:13][c:14]12)([NH2:20])[CH3:23])=[O:24]. Reactants: COCCOc1ccc2[nH]cc(CC(C)(C(=O)OC)[N+](=O)[O-])c2c1, CO. Product: COCCOc1ccc2[nH]cc(CC(C)(N)C(=O)OC)c2c1. Starting materials: amine, N1=C(C=CC=C1)CC(=O)OCC (ethyl 2-pyridylacetate), steel, CNC (dimethyl amine). Run in CO (MeOH). Product: CN(C(CC1=NC=CC=C1)=O)C (N,N-dimethyl-(2-pyridyl)acetamide). Reaction SMILES: [N:1]1[CH:6]=[CH:5][CH:4]=[CH:3][C:2]=1[CH2:7][C:8]([O:10]CC)=O.[CH3:13][NH:14][CH3:15]>CO>[CH3:13][N:14]([CH3:15])[C:8](=[O:10])[CH2:7][C:2]1[CH:3]=[CH:4][CH:5]=[CH:6][N:1]=1. Procedure details: To 5.0 g of ethyl 2-pyridylacetate dissolved in 25 ml of MeOH was added 20 ml of dimethyl amine. The mixture was heated at 90° in a steel autoclave for 96 hrs. The solvent/amine mixture was allowed to evaporate until a residual oil was obtained. The residual oill was distilled to afford 4.5 g of the desired N,N-dimethyl-(2-pyridyl)acetamide as a free-flowing yellow oil, bp 105°-110°/0.5 mm. Starting materials: E1, FC=1C=C(C=C(C1F)F)CO ((3,4,5-trifluorophenyl)methanol), ClC=1C=C2N(C(N1)=O)C[C@H](N2C)C ((R)-7-chloro-1,2-dimethyl-2,3-dihydroimidazo[1,2-c]pyrimidin-5(1H)-one). Product: CN1[C@@H](CN2C(N=C(C=C21)OCC2=CC(=C(C(=C2)F)F)F)=O)C ((R)-1,2-dimethyl-7-((3,4,5-trifluorobenzyl)oxy)-2,3-dihydroimidazo[1,2-c]pyrimidin-5(1H)-one). As a reaction SMILES: [F:1][C:2]1[CH:3]=[C:4]([CH2:10][OH:11])[CH:5]=[C:6]([F:9])[C:7]=1[F:8].Cl[C:13]1[CH:14]=[C:15]2[N:22]([CH3:23])[C@H:21]([CH3:24])[CH2:20][N:16]2[C:17](=[O:19])[N:18]=1>>[CH3:23][N:22]1[C:15]2[N:16]([C:17](=[O:19])[N:18]=[C:13]([O:11][CH2:10][C:4]3[CH:3]=[C:2]([F:1])[C:7]([F:8])=[C:6]([F:9])[CH:5]=3)[CH:14]=2)[CH2:20][C@H:21]1[CH3:24]. Procedure: The title compound was prepared by a procedure similar to that described for E1 starting from (3,4,5-trifluorophenyl)methanol and (R)-7-chloro-1,2-dimethyl-2,3-dihydroimidazo[1,2-c]pyrimidin-5(1H)-one Isolated yield 75.5%. Procedure: To a solution of 6-hydroxy-2-acetylnaphthalene (1.04 g) in DMF (20 ml) were added sodium hydride (60%, 0.65 g) and 2-picolyl chloride hydrochloride (1.28 g) under ice-cooling and the resultant-mixture was stirred at room temperature for 12 hours. The reaction mixture was partitioned between toluene and water. The organic layer was washed with a saturated saline solution and dried over anhydrous magnesium sulfate. After concentration in vacuo, the residue was subjected to column chromatography on... Reactants: OC=1C=C2C=CC(=CC2=CC1)C(C)=O (6-hydroxy-2-acetylnaphthalene), [H-].[Na+] (sodium hydride), Cl.N1=C(C=CC=C1)CCl (2-picolyl chloride hydrochloride), CN(C)C=O (DMF). As a reaction SMILES: O[C:2]1[CH:3]=[C:4]2[C:9](=[CH:10][CH:11]=1)[CH:8]=[C:7]([C:12](=[O:14])[CH3:13])[CH:6]=[CH:5]2.[H-].[Na+].Cl.[N:18]1[CH:23]=[CH:22][CH:21]=[CH:20][C:19]=1CCl.CN([CH:29]=[O:30])C>>[N:18]1[CH:23]=[CH:22][CH:21]=[CH:20][C:19]=1[C:2]1[CH:3]=[C:4]2[C:9](=[CH:10][CH:11]=1)[C:8]([O:30][CH3:29])=[C:7]([C:12](=[O:14])[CH3:13])[CH:6]=[CH:5]2 |f:1.2,3.4|. Yields the product N1=C(C=CC=C1)C=1C=C2C=CC(=C(C2=CC1)OC)C(C)=O (6-(2-pyridyl)-methyloxy-2-acetylnaphthalene). Run at time 12 hour. Run in CCOCC (ether). Reaction conditions: temperature 5 celsius. Reaction SMILES: [CH2:1]([CH:5]([C:9](O)=O)[C:6]([OH:8])=[O:7])[CH:2]([CH3:4])[CH3:3].C(OCC)(=O)C.C(NCC)C.Cl>CCOCC>[CH2:1]([C:5](=[CH2:9])[C:6]([OH:8])=[O:7])[CH:2]([CH3:4])[CH3:3]. Procedure: To a solution of 72.9 g (0.455 mol) of isobutylmalonic acid in 650 ml of ethyl acetate 54.2 ml (38.3 g, 0.524 mol) of diethylamine was added dropwise at 5° C. To the obtained suspension 19.2 g (0.640 mol) of paraform was added. The resulting mixture was refluxed for 5 h, then cooled to 5° C., and 350 ml of ether and 1000 cm3 of 2M HCl were added. After mixing the organic layer was separated, the aqueous layer was additionally extracted with 2×500 ml of ether. The combined organic extract was dri... The product is C(C(C)C)C(C(=O)O)=C (2-Isobutylacrylic acid). The reactants are C(C(C)C)C(C(=O)O)C(=O)O (isobutylmalonic acid), C(C)(=O)OCC (ethyl acetate), C(C)NCC (diethylamine), suspension, Cl (HCl). Reactants: CN[C@@H](CC1=CC=CC=C1)C(=O)O (N-methyl-L-phenylalanine), [H-].[Al+3].[Li+].[H-].[H-].[H-] (lithium aluminium hydride), [OH-].[Na+] (NaOH), [Li] (lithium). The solvent is C1CCOC1 (THF). Reaction conditions: temperature -5 celsius. The product is CN[C@H](CO)CC1=CC=CC=C1 ((2S)-2-(methylamino)-3-phenylpropan-1-ol). Reaction SMILES: [CH3:1][NH:2][C@H:3]([C:11](O)=[O:12])[CH2:4][C:5]1[CH:10]=[CH:9][CH:8]=[CH:7][CH:6]=1.[H-].[Al+3].[Li+].[H-].[H-].[H-].[Li].[OH-].[Na+]>C1COCC1>[CH3:1][NH:2][C@@H:3]([CH2:4][C:5]1[CH:10]=[CH:9][CH:8]=[CH:7][CH:6]=1)[CH2:11][OH:12] |f:1.2.3.4.5.6,8.9,^1:19|. Procedure details: To a solution of N-methyl-L-phenylalanine (Sigma, 10 g, 55.8 mmol) in dry THF (600 mL) was added 3.18 g (83.7 mmol) lithium aluminium hydride at −5° C. The reaction mixture was stirred over night and cooled to −5° C. Additional 2.12 g (55.8 mmol) lithium alanate were added. The reaction mixture was refluxed overnight and cooled then to −5° C. To this mixture was added 21.5 ml NaOH solution (2N) drop by drop. and stirred at room temperature for additional 30 min. The mixture was filtered and the ... Starting materials: C1CCOC1, CCOc1cc(CO)cc(OCC)c1OC, O=[Mn]=O. Yields the product CCOc1cc(C=O)cc(OCC)c1OC. RXN SMILES: [CH2:17]1[O:18][CH2:19][CH2:20][CH2:21]1.[CH2:1]([CH3:2])[O:3][c:4]1[cH:5][c:6]([CH2:15][OH:16])[cH:7][c:8]([O:12][CH2:13][CH3:14])[c:9]1[O:10][CH3:11].[O:22]=[Mn:23]=[O:24]>>[CH2:1]([CH3:2])[O:3][c:4]1[cH:5][c:6]([CH:15]=[O:16])[cH:7][c:8]([O:12][CH2:13][CH3:14])[c:9]1[O:10][CH3:11]. Reactants: CC(C)(C)OC(=O)CC(C(=O)O)c1ccc(OCc2cccc(-c3ccc(C(F)(F)F)cc3)c2)cc1, ClCCCl, CNC, ClCCl, On1nnc2ccccc21. The product is CN(C)C(=O)C(CC(=O)OC(C)(C)C)c1ccc(OCc2cccc(-c3ccc(C(F)(F)F)cc3)c2)cc1. As a reaction SMILES: [C:1]([CH3:2])([CH3:3])([CH3:4])[O:5][C:6]([CH2:7][CH:8]([C:9](=[O:10])[OH:11])[c:12]1[cH:13][cH:14][c:15]([O:18][CH2:19][c:20]2[cH:21][c:22](-[c:26]3[cH:27][cH:28][c:29]([C:32]([F:33])([F:34])[F:35])[cH:30][cH:31]3)[cH:23][cH:24][cH:25]2)[cH:16][cH:17]1)=[O:36].[CH2:47]([Cl:48])[CH2:49][Cl:50].[CH3:51][NH:52][CH3:53].[Cl:54][CH2:55][Cl:56].[OH:37][n:38]1[c:39]2[cH:40][cH:41][cH:42][cH:43][c:44]2[n:45][n:46]1>>[C:1]([CH3:2])([CH3:3])([CH3:4])[O:5][C:6]([CH2:7][CH:8]([C:9](=[O:10])[N:52]([CH3:51])[CH3:53])[c:12]1[cH:13][cH:14][c:15]([O:18][CH2:19][c:20]2[cH:21][c:22](-[c:26]3[cH:27][cH:28][c:29]([C:32]([F:33])([F:34])[F:35])[cH:30][cH:31]3)[cH:23][cH:24][cH:25]2)[cH:16][cH:17]1)=[O:36]. The reactants are [K] (potassium), ClC1=C(C=CC=C1)C1=NC2=C(C=CC=C2C(C1)=O)C(=O)O (2-(2-chlorophenyl)-4-quinolone-8-carboxylic acid), C(C=C)Br (allyl bromide), CN(C=O)C (dimethyl formamide). Solvent: O (water). Conditions: time 6 hour. Product: ClC1=C(C=CC=C1)C1=NC2=C(C=CC=C2C(C1)=O)C(=O)OCC=C (Allyl 2-(2-chlorophenyl)-4-quinolone-8-carboxylate). As a reaction SMILES: [K].[Cl:2][C:3]1[CH:8]=[CH:7][CH:6]=[CH:5][C:4]=1[C:9]1[CH2:18][C:17](=[O:19])[C:16]2[C:11](=[C:12]([C:20]([OH:22])=[O:21])[CH:13]=[CH:14][CH:15]=2)[N:10]=1.[CH2:23](Br)[CH:24]=[CH2:25].CN(C)C=O>O>[Cl:2][C:3]1[CH:8]=[CH:7][CH:6]=[CH:5][C:4]=1[C:9]1[CH2:18][C:17](=[O:19])[C:16]2[C:11](=[C:12]([C:20]([O:22][CH2:25][CH:24]=[CH2:23])=[O:21])[CH:13]=[CH:14][CH:15]=2)[N:10]=1 |^1:0|. Procedure: To 7 grams of the potassium salt of 2-(2-chlorophenyl)-4-quinolone-8-carboxylic acid were added 2 ml of allyl bromide and 200 ml of dimethyl formamide, the mixture was stirred at 70° to 80° C. for 6 hours, and poured into water. The mixture was extracted with chloroform, the solvent was removed from the extract, and the residue was recrystallized from acetone to give 5.6 grams of the title compound, pale yellow needles, melting point 121° C. Reactants: CN(C)C=O, CCOC(C)=O, CC1(C)CC(c2ccccc2N2CCN(CC3CC3CO)CC2)CC(C)(C)C1, [H-], CI, [Na+], O. Yields the product COCC1CC1CN1CCN(c2ccccc2C2CC(C)(C)CC(C)(C)C2)CC1. RXN SMILES: [CH3:33][N:34]([CH3:35])[CH:36]=[O:37].[CH3:39][CH2:40][O:41][C:42](=[O:43])[CH3:44].[CH3:3][C:4]1([CH3:30])[CH2:5][CH:6]([c:12]2[c:13]([N:18]3[CH2:19][CH2:20][N:21]([CH2:24][CH:25]4[CH:26]([CH2:28][OH:29])[CH2:27]4)[CH2:22][CH2:23]3)[cH:14][cH:15][cH:16][cH:17]2)[CH2:7][C:8]([CH3:10])([CH3:11])[CH2:9]1.[H-:1].[I:31][CH3:32].[Na+:2].[OH2:38]>>[CH3:3][C:4]1([CH3:30])[CH2:5][CH:6]([c:12]2[c:13]([N:18]3[CH2:19][CH2:20][N:21]([CH2:24][CH:25]4[CH:26]([CH2:28][O:29][CH3:32])[CH2:27]4)[CH2:22][CH2:23]3)[cH:14][cH:15][cH:16][cH:17]2)[CH2:7][C:8]([CH3:10])([CH3:11])[CH2:9]1.